Dataset: the Open Reaction Database (ORD), a public repository of structured organic reaction records. Task: describe an organic reaction: reactants, conditions, products, and yield The reactants are ClC=1C=C(C(=O)Cl)C=CC1 (Metachlorobenzoyl chloride), cuprous cyanide, C(C)#N (acetonitrile). Solvent: C1(=CC=CC=C1)C (toluene). Yields the product ClC=1C=C(C=CC1)C(C#N)=O (metachlorophenyloxoacetonitrile). The yield is 68.0%. As a reaction SMILES: [Cl:1][C:2]1[CH:3]=[C:4]([CH:8]=[CH:9][CH:10]=1)[C:5](Cl)=[O:6].[C:11](#[N:13])C>C1(C)C=CC=CC=1>[Cl:1][C:2]1[CH:3]=[C:4]([C:5](=[O:6])[C:11]#[N:13])[CH:8]=[CH:9][CH:10]=1. Procedure details: Metachlorobenzoyl chloride (43.8 g, 0.1 mol), cuprous cyanide (29.1 g, 0.13 mol), and acetonitrile (20 mL) in toluene (37 mL) were refluxed for 3 hours, and were cooled to room temperature. Then, insoluble substances were removed through filtration, and the residue was washed with toluene. Solvent in the resulting filtrate was evaporated under reduced pressure, and the residue was distilled to give metachlorophenyloxoacetonitrile (28 g, 68% yield). Reactants: (Ph3P)IrCl(CO), CC(CCC(=O)N1CCCCC1)C (4-Methyl-1-piperidin-1-ylpentan-1-one), C[SiH](O[SiH](C)C)C (1,1,3,3-tetramethyldisiloxane). Solvent: C1(=CC=CC=C1)C (toluene). Reaction conditions: time 2 hour. Yields the product CC(CC=CN1CCCCC1)C (1-(4-Methyl-1-pentenyl)piperidine). The yield is 248.3%. Reaction SMILES: [CH3:1][CH:2]([CH3:13])[CH2:3][CH2:4][C:5]([N:7]1[CH2:12][CH2:11][CH2:10][CH2:9][CH2:8]1)=O.C[SiH](C)O[SiH](C)C>C1(C)C=CC=CC=1>[CH3:1][CH:2]([CH3:13])[CH2:3][CH:4]=[CH:5][N:7]1[CH2:12][CH2:11][CH2:10][CH2:9][CH2:8]1. Reported procedure: 4-Methyl-1-piperidin-1-ylpentan-1-one (372.4 g) and toluene (1000 mL) were mixed. To the mixture was added (Ph3P)IrCl(CO) (633 mg). In a water-bath, 1,1,3,3-tetramethyldisiloxane (627 mL) was added dropwise to the mixture. The resulting mixture was stirred at RT for 2 hr. The reaction mixture was concentrated in vacuo to give the title compound (844 g) as a crude product.